Dataset: the Open Reaction Database (ORD), a public repository of structured organic reaction records. Task: describe an organic reaction: reactants, conditions, products, and yield The reactants are O=C1OC(=O)c2ccccc21, ClCCl, O=C(O)C(F)(F)F, Cn1c(NCC(N)Cc2ccccc2)nc(-c2ccncc2)c(N)c1=O, CN(C)C=O. Yields the product Cn1c(NCC(N)Cc2ccccc2)nc(-c2ccncc2)c(N2C(=O)c3ccccc3C2=O)c1=O. Reaction SMILES: [C:27]1(=[O:37])[O:28][C:29](=[O:36])[c:30]2[cH:31][cH:32][cH:33][cH:34][c:35]21.[Cl:50][CH2:51][Cl:52].[F:38][C:39]([F:40])([F:41])[C:42]([OH:43])=[O:44].[NH2:1][c:2]1[c:3](=[O:26])[n:4]([CH3:25])[c:5]([NH:14][CH2:15][CH:16]([CH2:17][c:18]2[cH:19][cH:20][cH:21][cH:22][cH:23]2)[NH2:24])[n:6][c:7]1-[c:8]1[cH:9][cH:10][n:11][cH:12][cH:13]1.[O:45]=[CH:46][N:47]([CH3:48])[CH3:49]>>[N:1]1([c:2]2[c:3](=[O:26])[n:4]([CH3:25])[c:5]([NH:14][CH2:15][CH:16]([CH2:17][c:18]3[cH:19][cH:20][cH:21][cH:22][cH:23]3)[NH2:24])[n:6][c:7]2-[c:8]2[cH:9][cH:10][n:11][cH:12][cH:13]2)[C:27](=[O:28])[c:35]2[c:30]([cH:31][cH:32][cH:33][cH:34]2)[C:29]1=[O:36]. Reactants: [N+](=O)([O-])C=1C=C(C=CC1)N1C(N(C(C2=C1N=CC=C2)=O)CC2=CC=NC=C2)=O (1-(3-Nitrophenyl)-3-(4-pyridylmethyl)pyrido[2,3-d]pyrimidine-2,4(1H,3H)-dione), Cl.CO (HCl methanol). Run in CO (methanol). Reaction conditions: time 45 minute. The product is Cl.[N+](=O)([O-])C=1C=C(C=CC1)N1C(N(C(C2=C1N=CC=C2)=O)CC2=CC=NC=C2)=O (1-(3-nitrophenyl)-3-(4-pyridylmethyl)pyrido[2,3-d]pyrimidine-2,4(1H,3H)-dione hydrochloride). The yield is 89.0%. RXN SMILES: [N+:1]([C:4]1[CH:5]=[C:6]([N:10]2[C:15]3[N:16]=[CH:17][CH:18]=[CH:19][C:14]=3[C:13](=[O:20])[N:12]([CH2:21][C:22]3[CH:27]=[CH:26][N:25]=[CH:24][CH:23]=3)[C:11]2=[O:28])[CH:7]=[CH:8][CH:9]=1)([O-:3])=[O:2].[ClH:29].CO>CO>[ClH:29].[N+:1]([C:4]1[CH:5]=[C:6]([N:10]2[C:15]3[N:16]=[CH:17][CH:18]=[CH:19][C:14]=3[C:13](=[O:20])[N:12]([CH2:21][C:22]3[CH:23]=[CH:24][N:25]=[CH:26][CH:27]=3)[C:11]2=[O:28])[CH:7]=[CH:8][CH:9]=1)([O-:3])=[O:2] |f:1.2,4.5|. Reported procedure: 1-(3-Nitrophenyl)-3-(4-pyridylmethyl)pyrido[2,3-d]pyrimidine-2,4(1H,3H)-dione (450 mg, 1.20 mmoles), prepared, e.g., in Example 5, was suspended in methanol (5 ml) and to this suspension, 5 ml of a 5% HCl/methanol solution was added. The suspension was stirred for 45 minutes during which a clear solution was formed. The solvent was removed and the residue was triturated with ethyl ether. A white precipitate was formed and isolated by filtration yielding 439 mg (1.06 mmole, 89% yield) of 1-(3-nit... The reactants are COC(C)(C)C, CC(=O)Cl, O=CC(O)C(O)C(O)CO, OCc1ccccc1. The product is O=CC(O)(Cc1ccccc1)C(O)C(O)CO. Reaction SMILES: [C:23]([O:24][CH3:25])([CH3:26])([CH3:27])[CH3:28].[CH3:19][C:20](=[O:21])[Cl:22].[O:1]=[CH:2][CH:3]([OH:4])[CH:5]([OH:6])[CH:7]([OH:8])[CH2:9][OH:10].[OH:11][CH2:12][c:13]1[cH:14][cH:15][cH:16][cH:17][cH:18]1>>[O:1]=[CH:2][C:3]([OH:4])([CH:5]([OH:6])[CH:7]([OH:8])[CH2:9][OH:10])[CH2:12][c:13]1[cH:14][cH:15][cH:16][cH:17][cH:18]1. The reactants are O (water), FC(S(=O)(=O)OC1=COC(=CC1=O)COC1OCCCC1)(F)F (4-oxo-6-((tetrahydro-2H-pyran-2-yloxy)methyl)-4H-pyran-3-yl trifluoromethanesulfonate), C([O-])([O-])=O.[K+].[K+] (potassium carbonate), CB1OB(OB(O1)C)C (trimethylboroxin). Reaction conditions: temperature 75 celsius, time 2 hour. Yield: 99.1%. Procedure: To a solution of 1.0 g of 4-oxo-6-((tetrahydro-2H-pyran-2-yloxy)methyl)-4H-pyran-3-yl trifluoromethanesulfonate in 10 mL of dioxane, 1.2 g of potassium carbonate, 0.4 mL of trimethylboroxin and 0.33 g of tetrakis(triphenylphosphine)palladium(0) were added, and the mixture was stirred at 70 to 80° C. for 2 hours under an argon atmosphere. After cooling to room temperature, water and ethyl acetate were added to the reaction mixture, and the organic layer was separated. The aqueous layer was extrac... Solvent: C(C)(=O)OCC (ethyl acetate), O1CCOCC1 (dioxane). Product: CC=1C(C=C(OC1)COC1OCCCC1)=O (5-methyl-2-((tetrahydro-2H-pyran-2-yloxy)methyl)-4H-pyran-4-one). RXN SMILES: FC(F)(F)S(O[C:7]1[C:12](=[O:13])[CH:11]=[C:10]([CH2:14][O:15][CH:16]2[CH2:21][CH2:20][CH2:19][CH2:18][O:17]2)[O:9][CH:8]=1)(=O)=O.[C:24](=O)([O-])[O-].[K+].[K+].CB1OB(C)OB(C)O1.O>O1CCOCC1.C1C=CC([P]([Pd]([P](C2C=CC=CC=2)(C2C=CC=CC=2)C2C=CC=CC=2)([P](C2C=CC=CC=2)(C2C=CC=CC=2)C2C=CC=CC=2)[P](C2C=CC=CC=2)(C2C=CC=CC=2)C2C=CC=CC=2)(C2C=CC=CC=2)C2C=CC=CC=2)=CC=1.C(OCC)(=O)C>[CH3:24][C:7]1[C:12](=[O:13])[CH:11]=[C:10]([CH2:14][O:15][CH:16]2[CH2:21][CH2:20][CH2:19][CH2:18][O:17]2)[O:9][CH:8]=1 |f:1.2.3,^1:49,51,70,89|. Reagents/catalysts: C=1C=CC(=CC1)[P](C=2C=CC=CC2)(C=3C=CC=CC3)[Pd]([P](C=4C=CC=CC4)(C=5C=CC=CC5)C=6C=CC=CC6)([P](C=7C=CC=CC7)(C=8C=CC=CC8)C=9C=CC=CC9)[P](C=1C=CC=CC1)(C=1C=CC=CC1)C=1C=CC=CC1 (tetrakis(triphenylphosphine)palladium(0)). RXN SMILES: [F:1][C:2]([F:12])([C:6]1[CH:11]=[CH:10][CH:9]=[CH:8][CH:7]=1)[C:3]([OH:5])=O.[NH2:13][CH2:14][CH2:15][CH2:16][N:17]1[CH2:22][CH2:21][CH:20]([C:23]2[CH:24]=[C:25]([NH:29][C:30](=[O:34])[CH:31]([CH3:33])[CH3:32])[CH:26]=[CH:27][CH:28]=2)[CH2:19][CH2:18]1>>[F:12][C:2]([F:1])([C:6]1[CH:11]=[CH:10][CH:9]=[CH:8][CH:7]=1)[C:3]([NH:13][CH2:14][CH2:15][CH2:16][N:17]1[CH2:22][CH2:21][CH:20]([C:23]2[CH:24]=[C:25]([NH:29][C:30](=[O:34])[CH:31]([CH3:32])[CH3:33])[CH:26]=[CH:27][CH:28]=2)[CH2:19][CH2:18]1)=[O:5]. Product: FC(C(=O)NCCCN1CCC(CC1)C=1C=C(C=CC1)NC(C(C)C)=O)(C1=CC=CC=C1)F (N-{3-[1-(3-{[DIFLUORO(PHENYL)ACETYL]AMINO}PROPYL)-4-PIPERIDINYL]PHENYL}-2-METHYLPROPANAMIDE). Procedure: Example 125 was prepared from 2,2-difluoro-2-phenylacetic acid and N-{3-[1-(3-aminopropyl)-4-piperidinyl]phenyl}-2-methylpropanamide according to the procedures described in Scheme 10: 1H NMR (400 MHz, CDCl3) δ 8.01 (s, 1H), 7.71 (s, 1H), 7.65–7.62 (m, 2H), 7.50 (s, 1H), 7.47–7.40 (m, 3H), 7.35 (d, 1H, J=7.6 Hz), 7.22 (t, 1H, J=7.2 Hz), 6.95 (d, 1H, J=7.8 Hz), 3.45 (q, 2H, J=5.3 Hz), 3.10 (d, 2H, J=10.9 Hz), 2.59–2.45 (m, 4H), 2.11–2.02 (m, 2H), 1.89–1.71 (m, 6H), 1.20 (d, 6H, J=6.9 Hz); ESMS m/... Reactants: FC(C(=O)O)(C1=CC=CC=C1)F (2,2-difluoro-2-phenylacetic acid), NCCCN1CCC(CC1)C=1C=C(C=CC1)NC(C(C)C)=O (N-{3-[1-(3-aminopropyl)-4-piperidinyl]phenyl}-2-methylpropanamide).